From a dataset of the Open Reaction Database (ORD), a public repository of structured organic reaction records. describe an organic reaction: reactants, conditions, products, and yield Starting materials: O=C[C@H](O)[C@@H](O)[C@H](O)[C@H](O)CO (dextrose), OCC(=O)[C@@H](O)[C@H](O)[C@H](O)CO (fructose), 75, OCC(=O)[C@@H](O)[C@H](O)[C@H](O)CO (fructose). Yields the product C([C@@H]1[C@H]([C@@H]([C@H]([C@H](O1)OC[C@@H]2[C@H]([C@@H](C(O2)(CO)O)O)O)O)O)O)O (isomaltulose). Procedure details: Specifically, an isomaltooligosaccharide saccharification solution with Bx of 70 to 73 was obtained by adding water to a liquid fructose (HFCS-42, Ingredion Korea) having a fructose content of 42 to 45% (w/w) based on solids and Bx of 75 to 77. To the solution was added a dextrose saccharification enzyme, glucoamylase (AMG, Novozymes Korea), in an amount of 2.0 to 2.5% (w/w) based on the total weight of solids in the saccharification solution at a temperature of 65 to 70° C. and a pH of 4.3 to 4... Solvent: O (water). RXN SMILES: [OH:1][CH2:2][C:3]([C@H:5]([C@@H:7]([C@@H:9]([CH2:11][OH:12])[OH:10])[OH:8])[OH:6])=[O:4].[O:13]=[CH:14][C@@H:15]([C@H:17]([C@@H:19]([C@@H:21]([CH2:23]O)[OH:22])[OH:20])[OH:18])[OH:16]>O>[CH2:2]([OH:1])[C@H:3]1[O:4][C@H:11]([O:12][CH2:23][C@H:21]2[O:22][C:15]([OH:16])([CH2:14][OH:13])[C@@H:17]([OH:18])[C@@H:19]2[OH:20])[C@H:9]([OH:10])[C@@H:7]([OH:8])[C@@H:5]1[OH:6]. Reactants: CC(CNC(C)(C)C)(C)N (1,1-dimethyl-2-t-butylaminoethylamin), C(Cl)(Cl)Cl (chloroform), C(CCC)C(=O)CCCC (dibutylketon), [OH-].[Na+] (NaOH). Product: C(C)(C)(C)N1C(C(NC(C1)(C)C)(CCCC)CCCC)=O (1-t-Butyl-3,3-dibutyl-5,5-dimethyl-piperazin-2-on). RXN SMILES: [CH3:1][C:2]([NH2:10])([CH3:9])[CH2:3][NH:4][C:5]([CH3:8])([CH3:7])[CH3:6].[CH2:11]([C:15]([CH2:17][CH2:18][CH2:19][CH3:20])=O)[CH2:12][CH2:13][CH3:14].[OH-:21].[Na+].[CH:23](Cl)(Cl)Cl>>[C:5]([N:4]1[CH2:3][C:2]([CH3:9])([CH3:1])[NH:10][C:15]([CH2:17][CH2:18][CH2:19][CH3:20])([CH2:11][CH2:12][CH2:13][CH3:14])[C:23]1=[O:21])([CH3:8])([CH3:7])[CH3:6] |f:2.3|. Procedure: In analogy to Example B21, 1,1-dimethyl-2-t-butylaminoethylamin, dibutylketon, chloroform and NaOH are reacted to give the title compound as a yellow oil. The reactants are C1CCOC1, C[Si](C)(C)C(F)(F)F, CCCC[N+](CCCC)(CCCC)CCCC, [F-], CC(C)(C)OC(=O)N1CCC(=O)C1. Product: CC(C)(C)OC(=O)N1CCC(O)(C(F)(F)F)C1. RXN SMILES: [CH2:40]1[O:41][CH2:42][CH2:43][CH2:44]1.[CH3:14][Si:15]([C:16]([F:17])([F:18])[F:19])([CH3:20])[CH3:21].[CH3:23][CH2:24][CH2:25][CH2:26][N+:27]([CH2:28][CH2:29][CH2:30][CH3:31])([CH2:32][CH2:33][CH2:34][CH3:35])[CH2:36][CH2:37][CH2:38][CH3:39].[F-:22].[O:1]=[C:2]1[CH2:3][N:4]([C:7](=[O:8])[O:9][C:10]([CH3:11])([CH3:12])[CH3:13])[CH2:5][CH2:6]1>>[OH:1][C:2]1([C:16]([F:17])([F:18])[F:19])[CH2:3][N:4]([C:7](=[O:8])[O:9][C:10]([CH3:11])([CH3:12])[CH3:13])[CH2:5][CH2:6]1. The reactants are CC(C)([O-])C.[K+] (potassium tert-butoxide), ClC1=CC=C(C=C1)N1CCN(CC1)S(=O)(=O)N ([4-(4-chlorophenyl)-piperazine-1-sulfonyl]amine), [O-]S(=O)(=O)C(F)(F)F (triflate), C([C@@H](O)C)(=O)OC (methyl (S)-lactate). As a reaction SMILES: CC(C)([O-])C.[K+].[Cl:7][C:8]1[CH:13]=[CH:12][C:11]([N:14]2[CH2:19][CH2:18][N:17]([S:20]([NH2:23])(=[O:22])=[O:21])[CH2:16][CH2:15]2)=[CH:10][CH:9]=1.[O-]S(C(F)(F)F)(=O)=O.[C:32]([O:37][CH3:38])(=[O:36])[C@H:33]([CH3:35])O>O1CCCC1>[Cl:7][C:8]1[CH:9]=[CH:10][C:11]([N:14]2[CH2:19][CH2:18][N:17]([S:20]([NH:23][C@H:33]([CH3:35])[C:32]([O:37][CH3:38])=[O:36])(=[O:22])=[O:21])[CH2:16][CH2:15]2)=[CH:12][CH:13]=1 |f:0.1|. Procedure: A solution of potassium tert-butoxide (0.87 ml, 1M in tetrahydrofuran) was added to a solution of [4-(4-chlorophenyl)piperazine-1-sulfonyl]amine (200 mg, 0.73 mmol), [prepared as described in Step 1 above], in tetrahydrofuran (10 ml) at -60° C. After 10 min., a solution of the triflate derivative of methyl (S)-lactate (604 mg, 2.56 mmol) in tetrahydrofuran (3 ml) was added and the reaction mixture was allowed to warm to -30° C. over 30 min. The reaction mixture was quenched with saturated ammoni... Run in O1CCCC1 (tetrahydrofuran), O1CCCC1 (tetrahydrofuran). The yield is 66.0%. Product: ClC1=CC=C(C=C1)N1CCN(CC1)S(=O)(=O)N[C@@H](C(=O)OC)C (methyl 2-(R)-{[4-(4-chlorophenyl)piperazine-1-sulfonyl]-amino}propionate). Run at temperature -30 celsius, time 10 minute. The reactants are CCOC(=O)CC(C)=O, CCO, ClCc1ccc(-c2ccccc2)cc1, [Na]. Yields the product CCOC(=O)C(Cc1ccc(-c2ccccc2)cc1)C(C)=O. As a reaction SMILES: [C:1]([CH2:2][C:3](=[O:4])[CH3:5])(=[O:6])[O:7][CH2:8][CH3:9].[CH3:25][CH2:26][OH:27].[Cl:11][CH2:12][c:13]1[cH:14][cH:15][c:16](-[c:19]2[cH:20][cH:21][cH:22][cH:23][cH:24]2)[cH:17][cH:18]1.[Na:10]>>[C:1]([CH:2]([C:3](=[O:4])[CH3:5])[CH2:12][c:13]1[cH:14][cH:15][c:16](-[c:19]2[cH:20][cH:21][cH:22][cH:23][cH:24]2)[cH:17][cH:18]1)(=[O:6])[O:7][CH2:8][CH3:9].